From a dataset of the Open Reaction Database (ORD), a public repository of structured organic reaction records. describe an organic reaction: reactants, conditions, products, and yield As a reaction SMILES: [Si:1]([O:8][C:9]([CH:11]1[C:16]([CH3:18])([CH3:17])[S:15][CH2:14][CH2:13][NH:12]1)=[O:10])([C:4]([CH3:7])([CH3:6])[CH3:5])([CH3:3])[CH3:2].[CH3:19][N:20]1CCOCC1.N1[CH:31]=[CH:30][C:29]([C:32]2[O:33][C:34]3[CH:40]=[CH:39][C:38]([S:41](Cl)(=[O:43])=[O:42])=[CH:37][C:35]=3[CH:36]=2)=[CH:28][CH:27]=1.O>ClCCl>[Si:1]([O:8][C:9]([CH:11]1[C:16]([CH3:18])([CH3:17])[S:15][CH2:14][CH2:13][N:12]1[S:41]([C:38]1[CH:39]=[CH:40][C:34]2[O:33][C:32]([C:29]3[CH:30]=[CH:31][C:19]([NH2:20])=[CH:27][CH:28]=3)=[CH:36][C:35]=2[CH:37]=1)(=[O:43])=[O:42])=[O:10])([C:4]([CH3:7])([CH3:5])[CH3:6])([CH3:3])[CH3:2]. Reaction conditions: time 48 hour. Reported procedure: 58.7 mmol of 2,2-dimethyl-3-thiomorpholinecarboxylic acid tert-butyl(dimethyl)silyl ester are dissolved in 500 ml of anhydrous dichloromethane. At −20° C., there are added 16 ml of N-methylmorpholine, followed by 57.5 mmol of 2-(4-pyridyl)-1-benzofuran-5-sulphonyl chloride described in Preparation C. The whole is stirred for 48 hours at room temperature and then poured into 300 ml of water. After decanting, washing with water, drying and evaporation, the expected product is obtained in the form ... Solvent: ClCCl (dichloromethane). Starting materials: O (water), [Si](C)(C)(C(C)(C)C)OC(=O)C1NCCSC1(C)C (2,2-dimethyl-3-thiomorpholinecarboxylic acid tert-butyl(dimethyl)silyl ester), N1=CC=C(C=C1)C=1OC2=C(C1)C=C(C=C2)S(=O)(=O)Cl (2-(4-pyridyl)-1-benzofuran-5-sulphonyl chloride), CN1CCOCC1 (N-methylmorpholine). Yields the product [Si](C)(C)(C(C)(C)C)OC(=O)C1N(CCSC1(C)C)S(=O)(=O)C=1C=CC2=C(C=C(O2)C2=CC=C(C=C2)N)C1 (4-{[2-(4-Aminophenyl)-1-benzofuran-5-yl]sulphonyl}-2,2-dimethyl-3-thiomorpholinecarboxylic acid tert-butyl(dimethyl)silyl Ester). The reactants are C(C)C1=CC=C(C=C1)C1CC(CNC1)C(=O)NC1=CC=CC=C1 (5-(4-ethylphenyl)-N-phenylpiperidine-3-carboxamide), C(C)(C)(C)N=C=O (tert-butyl isocyanate). Yields the product C(C)(C)(C)NC(=O)N1CC(CC(C1)C1=CC=C(C=C1)CC)C(=O)NC1=CC=CC=C1 (N1-tert-Butyl-5-(4-ethylphenyl)-N3-phenylpiperidine-1,3-dicarboxamide). Reaction SMILES: [CH2:1]([C:3]1[CH:8]=[CH:7][C:6]([CH:9]2[CH2:14][NH:13][CH2:12][CH:11]([C:15]([NH:17][C:18]3[CH:23]=[CH:22][CH:21]=[CH:20][CH:19]=3)=[O:16])[CH2:10]2)=[CH:5][CH:4]=1)[CH3:2].[C:24]([N:28]=[C:29]=[O:30])([CH3:27])([CH3:26])[CH3:25]>>[C:24]([NH:28][C:29]([N:13]1[CH2:14][CH:9]([C:6]2[CH:5]=[CH:4][C:3]([CH2:1][CH3:2])=[CH:8][CH:7]=2)[CH2:10][CH:11]([C:15]([NH:17][C:18]2[CH:19]=[CH:20][CH:21]=[CH:22][CH:23]=2)=[O:16])[CH2:12]1)=[O:30])([CH3:27])([CH3:26])[CH3:25]. Procedure details: 62 mg (0.20 mmol) of 5-(4-ethylphenyl)-N-phenylpiperidine-3-carboxamide (Example 17A) and 20 mg (0.20 mmol, 1.0 eq.) of tert-butyl isocyanate were reacted according to General Method 4. The reactants are [N+](=O)([O-])[O-].[K+] (potassium nitrate), ClC1=C(C(=O)O)C=C(C(=C1)F)C (2-Chloro-4-fluoro-5-methylbenzoic acid), ice water. Solvent: S(O)(O)(=O)=O (sulfuric acid). Conditions: time 8 hour. Yields the product ClC1=C(C(=O)O)C=C(C(=C1[N+](=O)[O-])F)C (2-Chloro-4-fluoro-5-methyl-3-nitrobenzoic Acid). Yield: 91.0%. As a reaction SMILES: [Cl:1][C:2]1[CH:10]=[C:9]([F:11])[C:8]([CH3:12])=[CH:7][C:3]=1[C:4]([OH:6])=[O:5].[N+:13]([O-])([O-:15])=[O:14].[K+]>S(=O)(=O)(O)O>[Cl:1][C:2]1[C:10]([N+:13]([O-:15])=[O:14])=[C:9]([F:11])[C:8]([CH3:12])=[CH:7][C:3]=1[C:4]([OH:6])=[O:5] |f:1.2|. Reported procedure: 2-Chloro-4-fluoro-5-methylbenzoic acid (2.0 g) was added to concentrated sulfuric acid (20 ml) to dissolve it, and potassium nitrate (1.07 g) was added portionwise to the solution under ice cooling. After the addition, the temperature of the reaction mixture was given back to room temperature to conduct stirring overnight. The reaction mixture was poured into ice water and extracted with diethyl ether. After an organic layer was collected and dried over anhydrous magnesium sulfate, the solvent w... The reactants are Cl, CC1CC(=O)OC1CO, Cc1ccc(S(=O)(=O)Cl)cc1, c1ccncc1. Product: Cc1ccc(S(=O)(=O)OCC2OC(=O)CC2C)cc1. As a reaction SMILES: [ClH:21].[OH:1][CH2:2][CH:3]1[CH:4]([CH3:9])[CH2:5][C:6](=[O:7])[O:8]1.[S:10](=[O:11])(=[O:12])([c:13]1[cH:14][cH:15][c:16]([CH3:17])[cH:18][cH:19]1)[Cl:20].[cH:22]1[cH:23][cH:24][n:25][cH:26][cH:27]1>>[O:1]([CH2:2][CH:3]1[CH:4]([CH3:9])[CH2:5][C:6](=[O:7])[O:8]1)[S:10](=[O:11])(=[O:12])[c:13]1[cH:14][cH:15][c:16]([CH3:17])[cH:18][cH:19]1. Starting materials: CNC, C=CC12CCc3cc(O)ccc3C1C(CCCCCCCl)CC1(C)C(O)CCC12, [Na+], [Na+], O=C([O-])[O-]. Yields the product C=CC12CCc3cc(O)ccc3C1C(CCCCCCN(C)C)CC1(C)C(O)CCC12. Reaction SMILES: [CH3:1][NH:2][CH3:3].[Cl:10][CH2:11][CH2:12][CH2:13][CH2:14][CH2:15][CH2:16][CH:17]1[CH:18]2[c:19]3[cH:20][cH:21][c:22]([OH:38])[cH:23][c:24]3[CH2:25][CH2:26][C:27]2([CH:36]=[CH2:37])[CH:28]2[CH2:29][CH2:30][CH:31]([OH:35])[C:32]2([CH3:33])[CH2:34]1.[Na+:4].[Na+:5].[O-:6][C:7](=[O:8])[O-:9]>>[CH3:1][N:2]([CH3:3])[CH2:11][CH2:12][CH2:13][CH2:14][CH2:15][CH2:16][CH:17]1[CH:18]2[c:19]3[cH:20][cH:21][c:22]([OH:38])[cH:23][c:24]3[CH2:25][CH2:26][C:27]2([CH:36]=[CH2:37])[CH:28]2[CH2:29][CH2:30][CH:31]([OH:35])[C:32]2([CH3:33])[CH2:34]1. Starting materials: O=C1CCCCCC12CCCCC2, C1CCOC1, [Li]CCCC, COC(=O)OC, CN(C)P(=O)(N(C)C)N(C)C, CC(C)NC(C)C. The product is COC(=O)C1CCCCC2(CCCCC2)C1=O. RXN SMILES: [CH2:13]1[CH2:14][CH2:15][CH2:16][CH2:17][C:18]12[C:19](=[O:25])[CH2:20][CH2:21][CH2:22][CH2:23][CH2:24]2.[CH2:43]1[O:44][CH2:45][CH2:46][CH2:47]1.[CH2:8]([Li:9])[CH2:10][CH2:11][CH3:12].[CH3:26][O:27][C:28](=[O:29])[O:30][CH3:31].[CH3:32][N:33]([CH3:34])[P:35]([N:36]([CH3:37])[CH3:38])([N:39]([CH3:40])[CH3:41])=[O:42].[CH:1]([NH:2][CH:3]([CH3:4])[CH3:5])([CH3:6])[CH3:7]>>[CH2:13]1[CH2:14][CH2:15][CH2:16][CH2:17][C:18]12[C:19](=[O:25])[CH:20]([C:28]([O:27][CH3:26])=[O:29])[CH2:21][CH2:22][CH2:23][CH2:24]2.